describe an organic reaction: reactants, conditions, products, and yield From a dataset of the Open Reaction Database (ORD), a public repository of structured organic reaction records. Starting materials: CS(=O)(=O)Cl, OC1CCCC1, O, c1ccncc1. Product: CS(=O)(=O)OC1CCCC1. RXN SMILES: [CH3:7][S:8]([Cl:9])(=[O:10])=[O:11].[CH:1]1([OH:6])[CH2:2][CH2:3][CH2:4][CH2:5]1.[OH2:18].[cH:12]1[cH:13][cH:14][n:15][cH:16][cH:17]1>>[CH:1]1([O:6][S:8]([CH3:7])(=[O:10])=[O:11])[CH2:2][CH2:3][CH2:4][CH2:5]1. Reactants: [Al+3], [H-], [H-], [H-], [H-], [Li+], CC(C)(C)c1ccc(C(=O)O)cc1N, [Na+], C1CCOC1, [OH-]. Product: CC(C)(C)c1ccc(CO)cc1N. As a reaction SMILES: [Al+3:16].[H-:15].[H-:18].[H-:19].[H-:20].[Li+:17].[NH2:1][c:2]1[cH:3][c:4]([C:5](=[O:6])[OH:7])[cH:8][cH:9][c:10]1[C:11]([CH3:12])([CH3:13])[CH3:14].[Na+:27].[O:21]1[CH2:22][CH2:23][CH2:24][CH2:25]1.[OH-:26]>>[NH2:1][c:2]1[cH:3][c:4]([CH2:5][OH:6])[cH:8][cH:9][c:10]1[C:11]([CH3:12])([CH3:13])[CH3:14]. Reactants: C(C#C)(=O)OCC (ethyl propiolate), C(C)(C)(C)OC(=O)C1(CCCC1)NS(=O)(=O)C1=CC=C(C=C1)OC1=CC=C(C=C1)F (1-[4-(4-fluoro-phenoxy)-benzenesulfonylamino]-cyclopentanecarboxylic acid tert-butyl ester), [F-].C(CCC)[N+](CCCC)(CCCC)CCCC (tetrabutylammonium fluoride). The solvent is C(C)(=O)OCC (ethyl acetate), C1CCOC1 (THF), C1CCOC1 (THF). Run at time 1 hour. Product: C(C)(C)(C)OC(=O)C1(CCCC1)N(S(=O)(=O)C1=CC=C(C=C1)OC1=CC=C(C=C1)F)C=CC(=O)OCC (1-{(2-ethoxycarbonyl-vinyl)-[4-(4-fluoro-phenoxy)-benzenesulfonyl]-amino}-cyclopentanecarboxylic acid tert-butyl ester). The yield is 77.4%. Reaction SMILES: [C:1]([O:5][C:6]([C:8]1([NH:13][S:14]([C:17]2[CH:22]=[CH:21][C:20]([O:23][C:24]3[CH:29]=[CH:28][C:27]([F:30])=[CH:26][CH:25]=3)=[CH:19][CH:18]=2)(=[O:16])=[O:15])[CH2:12][CH2:11][CH2:10][CH2:9]1)=[O:7])([CH3:4])([CH3:3])[CH3:2].[F-].C([N+](CCCC)(CCCC)CCCC)CCC.[C:49]([O:53][CH2:54][CH3:55])(=[O:52])[C:50]#[CH:51]>C1COCC1.C(OCC)(=O)C>[C:1]([O:5][C:6]([C:8]1([N:13]([CH:51]=[CH:50][C:49]([O:53][CH2:54][CH3:55])=[O:52])[S:14]([C:17]2[CH:22]=[CH:21][C:20]([O:23][C:24]3[CH:29]=[CH:28][C:27]([F:30])=[CH:26][CH:25]=3)=[CH:19][CH:18]=2)(=[O:15])=[O:16])[CH2:9][CH2:10][CH2:11][CH2:12]1)=[O:7])([CH3:4])([CH3:2])[CH3:3] |f:1.2|. Reported procedure: To a mixture of 1-[4-(4-fluoro-phenoxy)-benzenesulfonylamino]-cyclopentanecarboxylic acid tert-butyl ester (1.0 g, 2.3 mmole) in 10 mL THF and 2.3 mL (2.3 mmole) 1M tetrabutylammonium fluoride in THF was added 0.23 mL (2.3 mmole) ethyl propiolate at ambient temperature. After stirring 1 hour the reaction was complete by HPLC and was stripped to dryness in vacuo. The residue was dissolved in 20 mL ethyl acetate and washed with 2×10 mL water and the organic solution stripped to an oil. This oil wa... Reactants: C1(CC1)S (cyclopropyl thiol), FC1=C(C=O)C=C(C=C1)[N+](=O)[O-] (2-fluoro-5-nitrobenzaldehyde), C(=O)([O-])[O-].[K+].[K+] (K2CO3). Run in C1CCOC1.C(C)OCC (THF diethyl ether), CN(C)C=O (DMF), CCOC(=O)C (EtOAc). Reaction conditions: temperature 45 celsius, time 1 hour. Yields the product C1(CC1)SC1=C(C=O)C=C(C=C1)[N+](=O)[O-] (2-(Cyclopropylthio)-5-nitrobenzaldehyde). As a reaction SMILES: [CH:1]1([SH:4])[CH2:3][CH2:2]1.F[C:6]1[CH:13]=[CH:12][C:11]([N+:14]([O-:16])=[O:15])=[CH:10][C:7]=1[CH:8]=[O:9].C([O-])([O-])=O.[K+].[K+]>C1COCC1.C(OCC)C.CN(C=O)C.CCOC(C)=O>[CH:1]1([S:4][C:6]2[CH:13]=[CH:12][C:11]([N+:14]([O-:16])=[O:15])=[CH:10][C:7]=2[CH:8]=[O:9])[CH2:3][CH2:2]1 |f:2.3.4,5.6|. Procedure details: Freshly prepared cyclopropyl thiol in THF/diethyl ether (J. Am. Chem. Soc. 1992, 114(9), 3497) was added to 2-fluoro-5-nitrobenzaldehyde (3.4 g, 20 mmol, 1.0 eq.) and K2CO3 (4.83 g, 35 mmol) in DMF (20 mL). The mixture was stirred at 45° C. for 1.0 h and at rt over night. It was diluted with EtOAc and washed with water. The aqueous was extracted with EtOAc and the combined organic layers were washed with brine and dried over Na2SO4. After evaporation of solvent, the crude was tritutated with EtO... Reactants: IC(C)C (2-iodopropane), O (water), BrC1=CC2=C(N=C(O2)C=2C=C(C=CC2)O)C=C1 (3-(6-bromobenzoxazol-2-yl)phenol), Compound, IC(C)C (2-iodopropane), C([O-])([O-])=O.[K+].[K+] (potassium carbonate), C([O-])([O-])=O.[K+].[K+] (potassium carbonate). The solvent is CN(C=O)C (N,N-dimethyl formamide). Run at temperature 50 celsius, time 1.5 hour. The product is BrC1=CC2=C(N=C(O2)C2=CC(=CC=C2)OC(C)C)C=C1 (6-bromo-2-(3-isopropoxyphenyl)benzoxazole). Yield: 76.7%. RXN SMILES: [Br:1][C:2]1[CH:17]=[CH:16][C:5]2[N:6]=[C:7]([C:9]3[CH:10]=[C:11]([OH:15])[CH:12]=[CH:13][CH:14]=3)[O:8][C:4]=2[CH:3]=1.I[CH:19]([CH3:21])[CH3:20].C(=O)([O-])[O-].[K+].[K+].O>CN(C)C=O>[Br:1][C:2]1[CH:17]=[CH:16][C:5]2[N:6]=[C:7]([C:9]3[CH:14]=[CH:13][CH:12]=[C:11]([O:15][CH:19]([CH3:21])[CH3:20])[CH:10]=3)[O:8][C:4]=2[CH:3]=1 |f:2.3.4|. Procedure: To a solution of 3-(6-bromobenzoxazol-2-yl)phenol (Compound of Example 272) (1.02 g) in N,N-dimethyl formamide (6 ml) were added 2-iodopropane (0.68 g) and potassium carbonate (0.63 g) at 50° C., and the mixture was stirred at 50° C. for 1.5 hour. To the mixture were further added 2-iodopropane (0.34 g) and potassium carbonate (0.31 g), and the mixture was further stirred at 50° C. for 1 hour. The reaction mixture was poured into water and extracted with ethyl acetate-tetrahydrofuran (3:1, v/v).... Reactants: Na2Cr2O7, CC=1C(C(CCC1)(C)C)C(C=CC)=O (2,6,6-trimethyl-1-(but-2-enoyl)-cyclohex-2-ene), C(C)(=O)O (acetic acid). Run at time 8 hour. Product: CC=1C(C(CC(C1)=O)(C)C)C(C=CC)=O (2,6,6-Trimethyl-1-(but-2-enoyl)-cyclohex-2-en-4-one). As a reaction SMILES: [CH3:1][C:2]1[CH:3]([C:10](=[O:14])[CH:11]=[CH:12][CH3:13])[C:4]([CH3:9])([CH3:8])[CH2:5][CH2:6][CH:7]=1.C(O)(=[O:17])C>C(OC(=O)C)(=O)C>[CH3:1][C:2]1[CH:3]([C:10](=[O:14])[CH:11]=[CH:12][CH3:13])[C:4]([CH3:8])([CH3:9])[CH2:5][C:6](=[O:17])[CH:7]=1. Reported procedure: 10 ml of acetic anhydride were first added to a solution kept at 10° of 3.5 g of Na2Cr2O7 .2H2O in 10 ml of acetic acid and the obtained mixture was stirred for one hour. A solution of 2.1 g of 2,6,6-trimethyl-1-(but-2-enoyl)-cyclohex-2-ene [prepared according to the method described in Helv. Chim. Acta 53, 541 (1970)], in 10 ml of acetic anhydride was then added to the above mixture. After having been stirred overnight at room temperature, the reaction mixture was then poured onto crushed ice a... The solvent is C(C)(=O)OC(C)=O (acetic anhydride), C(C)(=O)OC(C)=O (acetic anhydride). Reactants: COc1cc(N2CCC(N3CCN4CCOCC4C3)CC2)ccc1[N+](=O)[O-], CCOC(C)=O. Yields the product COc1cc(N2CCC(N3CCN4CCOCC4C3)CC2)ccc1N. RXN SMILES: [CH3:1][O:2][c:3]1[cH:4][c:5]([N:12]2[CH2:13][CH2:14][CH:15]([N:18]3[CH2:19][CH:20]4[CH2:21][O:22][CH2:23][CH2:24][N:25]4[CH2:26][CH2:27]3)[CH2:16][CH2:17]2)[cH:6][cH:7][c:8]1[N+:9]([O-:10])=[O:11].[CH3:28][CH2:29][O:30][C:31]([CH3:32])=[O:33]>>[CH3:1][O:2][c:3]1[cH:4][c:5]([N:12]2[CH2:13][CH2:14][CH:15]([N:18]3[CH2:19][CH:20]4[CH2:21][O:22][CH2:23][CH2:24][N:25]4[CH2:26][CH2:27]3)[CH2:16][CH2:17]2)[cH:6][cH:7][c:8]1[NH2:9]. Starting materials: CS(=O)(=O)N1CCNCC1, CN1CCCC1=O, Nc1ncc(-c2nc(N3CCOCC3)c3nc(Cl)n(CC4CC4)c3n2)c(C(F)(F)F)n1. Yields the product CS(=O)(=O)N1CCN(c2nc3c(N4CCOCC4)nc(-c4cnc(N)nc4C(F)(F)F)nc3n2CC2CC2)CC1. As a reaction SMILES: [CH3:32][S:33](=[O:34])(=[O:35])[N:36]1[CH2:37][CH2:38][NH:39][CH2:40][CH2:41]1.[CH3:42][N:43]1[CH2:44][CH2:45][CH2:46][C:47]1=[O:48].[Cl:1][c:2]1[n:3]([CH2:28][CH:29]2[CH2:30][CH2:31]2)[c:4]2[n:5][c:6](-[c:17]3[c:18]([C:24]([F:25])([F:26])[F:27])[n:19][c:20]([NH2:23])[n:21][cH:22]3)[n:7][c:8]([N:11]3[CH2:12][CH2:13][O:14][CH2:15][CH2:16]3)[c:9]2[n:10]1>>[c:2]1([N:39]2[CH2:38][CH2:37][N:36]([S:33]([CH3:32])(=[O:34])=[O:35])[CH2:41][CH2:40]2)[n:3]([CH2:28][CH:29]2[CH2:30][CH2:31]2)[c:4]2[n:5][c:6](-[c:17]3[c:18]([C:24]([F:25])([F:26])[F:27])[n:19][c:20]([NH2:23])[n:21][cH:22]3)[n:7][c:8]([N:11]3[CH2:12][CH2:13][O:14][CH2:15][CH2:16]3)[c:9]2[n:10]1. Reactants: O (water), N1C=NC=C1 (imidazole), C[O-].[Na+] (sodium methylate), ClCC(CNC1=CC(=C(C=C1)Cl)Cl)O (N-(3-chloro-2-hydroxypropyl)-3,4-dichloroaniline). Solvent: CN(C=O)C (dimethylformamide). Conditions: temperature 110 celsius, time 12 hour. The product is ClC=1C=C(NCC(CN2C=NC=C2)O)C=CC1Cl (1-[3-(3,4-dichloroanilino)-2-hydroxypropyl]-imidazole). Isolated yield 39.0%. As a reaction SMILES: [NH:1]1[CH:5]=[CH:4][N:3]=[CH:2]1.C[O-].[Na+].Cl[CH2:10][CH:11]([OH:22])[CH2:12][NH:13][C:14]1[CH:19]=[CH:18][C:17]([Cl:20])=[C:16]([Cl:21])[CH:15]=1.O>CN(C)C=O>[Cl:21][C:16]1[CH:15]=[C:14]([CH:19]=[CH:18][C:17]=1[Cl:20])[NH:13][CH2:12][CH:11]([OH:22])[CH2:10][N:1]1[CH:5]=[CH:4][N:3]=[CH:2]1 |f:1.2|. Reported procedure: 19.9 Grams (0.293 mol) of imidazole and 54.7 g (0.304 mol) of sodium methylate solution (30% in methanol) are mixed and concentrated to dryness at 50° C./12 Torr. 80 Ml of dimethylformamide are added to the thus-formed imidazole sodium salt. The mixture is heated to 110° C. and a solution of 50 g (0.197 mol) of N-(3-chloro-2-hydroxypropyl)-3,4-dichloroaniline in 100 ml of dimethylformamide is added dropwise at this temperature over a period of 30 minutes. This addition finished, the reaction sol...